From a dataset of the Open Reaction Database (ORD), a public repository of structured organic reaction records. describe an organic reaction: reactants, conditions, products, and yield Reaction SMILES: [NH2:1][C:2]1[C:7]([Cl:8])=[CH:6][C:5]([CH:9]2[O:14][CH2:13][C:12](=O)[N:11]([C:16]([CH3:19])([CH3:18])[CH3:17])[CH2:10]2)=[CH:4][C:3]=1[Cl:20].B.CSC>>[ClH:8].[NH2:1][C:2]1[C:3]([Cl:20])=[CH:4][C:5]([CH:9]2[O:14][CH2:13][CH2:12][N:11]([C:16]([CH3:18])([CH3:17])[CH3:19])[CH2:10]2)=[CH:6][C:7]=1[Cl:8] |f:1.2,3.4|. Yields the product Cl.NC1=C(C=C(C=C1Cl)C1CN(CCO1)C(C)(C)C)Cl (2-[4-Amino-3,5-dichlorophenyl]-4-[1,1-dimethylethyl]morpholine hydrochloride). The reactants are ( d ), NC1=C(C=C(C=C1Cl)C1CN(C(CO1)=O)C(C)(C)C)Cl (2-[4-amino-3,5-dichlorophenyl]-4-[1,1-dimethylethyl]-5-oxo morpholine), B.CSC (borane methyl sulphide). Reported procedure: The title compound, m.p. 283°-4° C. (d) (methanol-ethyl acetate), was prepared from 2-[4-amino-3,5-dichlorophenyl]-4-[1,1-dimethylethyl]-5-oxo morpholine and borane-methyl sulphide by an analogous procedure to that described in Example 1. Starting materials: CS(=O)(=O)N1CCn2c(nc3c(N)nc4cc(OCc5ccccc5)ccc4c32)C1, CO, ClCCl. The product is CS(=O)(=O)N1CCn2c(nc3c(N)nc4cc(O)ccc4c32)C1. RXN SMILES: [CH2:1]([c:2]1[cH:3][cH:4][cH:5][cH:6][cH:7]1)[O:8][c:9]1[cH:10][cH:11][c:12]2[c:13]3[c:14]([c:15]([NH2:19])[n:16][c:17]2[cH:18]1)[n:20][c:21]1[n:22]3[CH2:23][CH2:24][N:25]([S:27](=[O:28])(=[O:29])[CH3:30])[CH2:26]1.[CH3:31][OH:32].[Cl:33][CH2:34][Cl:35]>>[OH:8][c:9]1[cH:10][cH:11][c:12]2[c:13]3[c:14]([c:15]([NH2:19])[n:16][c:17]2[cH:18]1)[n:20][c:21]1[n:22]3[CH2:23][CH2:24][N:25]([S:27](=[O:28])(=[O:29])[CH3:30])[CH2:26]1. The reactants are CO, CCOC(=O)c1nc(-c2ccc(Cl)cc2Cl)c(-c2ccc(Cl)cc2)n1C, N. Yields the product Cn1c(C(N)=O)nc(-c2ccc(Cl)cc2Cl)c1-c1ccc(Cl)cc1. RXN SMILES: [CH3:28][OH:29].[Cl:1][c:2]1[c:3](-[c:9]2[n:10][c:11]([C:22]([O:24][CH2:23][CH3:25])=[O:26])[n:12]([CH3:21])[c:13]2-[c:14]2[cH:15][cH:16][c:17]([Cl:20])[cH:18][cH:19]2)[cH:4][cH:5][c:6]([Cl:8])[cH:7]1.[NH3:27]>>[Cl:1][c:2]1[c:3](-[c:9]2[n:10][c:11]([C:22](=[O:24])[NH2:27])[n:12]([CH3:21])[c:13]2-[c:14]2[cH:15][cH:16][c:17]([Cl:20])[cH:18][cH:19]2)[cH:4][cH:5][c:6]([Cl:8])[cH:7]1. Reactants: C(Cl)Cl (CH2Cl2), ClC1=C2C(=NO1)C1=CC=CC=C1CC2 (3-chloro-4,5-dihydronaphth[1,2-c]isoxazole), OCCN1CCNCC1 (1-(2-hydroxyethyl)-piperazine), K2O3, CO (CH3OH). The solvent is CCOC(=O)C (EtOAc), CN1C(CCC1)=O (N-methlypyrrolidinone), C(Cl)(Cl)Cl (CHCl3). Run at time 1 hour. Yields the product OCCN1CCN(CC1)C1=C2C(=NO1)C1=CC=CC=C1CC2 (3-(4-(2-Hydroxyethyl)-1-piperazinyl)-4,5-dihydronaphth[1,2-c]isoxazole). Reaction SMILES: Cl[C:2]1[O:6][N:5]=[C:4]2[C:7]3[C:12]([CH2:13][CH2:14][C:3]=12)=[CH:11][CH:10]=[CH:9][CH:8]=3.[OH:15][CH2:16][CH2:17][N:18]1[CH2:23][CH2:22][NH:21][CH2:20][CH2:19]1.C(Cl)Cl.CO>CN1CCCC1=O.C(Cl)(Cl)Cl.CCOC(C)=O>[OH:15][CH2:16][CH2:17][N:18]1[CH2:23][CH2:22][N:21]([C:2]2[O:6][N:5]=[C:4]3[C:7]4[C:12]([CH2:13][CH2:14][C:3]=23)=[CH:11][CH:10]=[CH:9][CH:8]=4)[CH2:20][CH2:19]1. Reported procedure: A stirred mixture of 3-chloro-4,5-dihydronaphth[1,2-c]isoxazole (3.0 g, 14.63 mmol), 1-(2-hydroxyethyl)-piperazine (17.95 ml, 146.3 mmol) and K2O3 (4.1 g, 29.3 mmol) in 18 ml of N-methlypyrrolidinone under N2 was lowered into an oil bath preheated to 150° C. The mixture was heated while stirring under N2 for 1 hour. At that time, TLC (CH2Cl2) showed no remaining starting material. The mixture was removed from the heating bath, allowed to cool to room temperature, and diluted with H2O. Upon the a... Reactants: COC1=CN=CC2=CC=CC(=C12)NC1CCN(CC1)C(=O)OC(C)(C)C (4-(4-methoxy-5-isoquinolyl)amino-1-(tert-butoxycarbonyl)piperidine), Cl.CO (hydrogen chloride methanol). The product is Cl.COC1=CN=CC2=CC=CC(=C12)NC1CCNCC1 (4-(4-methoxy-5-isoquinolyl)aminopiperidine hydrochloride). Reported procedure: According to the method of Example 1, Step C, deprotection was performed (50° C., 2 hours) by using Intermediate 96 (358 mg) and 10% hydrogen chloride/methanol solution (10 ml). The reaction mixture was cooled to room temperature, and then the solvent was evaporated under reduced pressure. The residue was added with methanol (2 ml) and diethyl ether (6 ml). The deposited precipitates were collected by filtration and washed with diethyl ether to obtain the title compound (336 mg) as light yellow ... RXN SMILES: [CH3:1][O:2][C:3]1[C:12]2[C:7](=[CH:8][CH:9]=[CH:10][C:11]=2[NH:13][CH:14]2[CH2:19][CH2:18][N:17](C(OC(C)(C)C)=O)[CH2:16][CH2:15]2)[CH:6]=[N:5][CH:4]=1.[ClH:27].CO>>[ClH:27].[CH3:1][O:2][C:3]1[C:12]2[C:7](=[CH:8][CH:9]=[CH:10][C:11]=2[NH:13][CH:14]2[CH2:19][CH2:18][NH:17][CH2:16][CH2:15]2)[CH:6]=[N:5][CH:4]=1 |f:1.2,3.4|. The reactants are ClCCl, CCC(CC)n1c(C(C)O)cc2cnc(Cl)nc21. Yields the product CCC(CC)n1c(C(C)=O)cc2cnc(Cl)nc21. As a reaction SMILES: [Cl:19][CH2:20][Cl:21].[Cl:1][c:2]1[n:3][cH:4][c:5]2[c:6]([n:7]1)[n:8]([CH:14]([CH2:15][CH3:16])[CH2:17][CH3:18])[c:9]([CH:11]([CH3:12])[OH:13])[cH:10]2>>[Cl:1][c:2]1[n:3][cH:4][c:5]2[c:6]([n:7]1)[n:8]([CH:14]([CH2:15][CH3:16])[CH2:17][CH3:18])[c:9]([C:11]([CH3:12])=[O:13])[cH:10]2. Reported procedure: A solution of 11.15 g. (0.05 mole) of the product of Step A above in 75 ml. of dimethylformamide was cooled to -5° C. and there was then added 2.4 g. (0.05 mole) of 50% sodium hydride. The reaction mixture was aged for 30 minutes at -5° C., after which there was added 3.2 ml. (0.05 mole) of methyl iodide, and the reaction mixture was aged for 1 hour, 15 minutes at 0° C. and 45 minutes at room temperature. The reaction mixture was poured into ice water, seeded and placed in a refrigerator overnig... Reaction SMILES: [C:1]([NH:4][C:5](=[O:15])[CH2:6][S:7][CH2:8][C:9]1[CH:14]=[CH:13][CH:12]=[CH:11][CH:10]=1)(=[O:3])[CH3:2].[H-].[Na+].[CH3:18]I>CN(C)C=O>[CH3:18][N:4]([C:1](=[O:3])[CH3:2])[C:5](=[O:15])[CH2:6][S:7][CH2:8][C:9]1[CH:14]=[CH:13][CH:12]=[CH:11][CH:10]=1 |f:1.2|. Solvent: CN(C=O)C (dimethylformamide). Yields the product CN(C(CSCC1=CC=CC=C1)=O)C(C)=O (N-methyl-N-acetyl-2-(benzylthio) acetamide). Conditions: time 30 minute. Reactants: C(C)(=O)NC(CSCC1=CC=CC=C1)=O (N-acetyl-2-(benzylthio) acetamide), ice water, [H-].[Na+] (sodium hydride), CI (methyl iodide). Reactants: ClC=1C=C(C=CC1Cl)C1=CC=C(O1)\C=C(/C)\N ((E)-1-(5-(3,4-dichlorophenyl)furan-2-yl)prop-1-en-2-amine). Reagents/catalysts: [Pd] (Pd/C). Run in CO (MeOH), CCOC(=O)C (EtOAc), Cl (HCl), CO (MeOH). Run at time 7 hour. Yields the product Cl.ClC=1C=C(C=CC1Cl)C1=CC=C(O1)CC(C)N (1-(5-(3,4-dichlorophenyl)furan-2-yl)propan-2-amine hydrochloride). Isolated yield 58.0%. Reaction SMILES: [Cl:1][C:2]1[CH:3]=[C:4]([C:9]2[O:13][C:12](/[CH:14]=[C:15](/[NH2:17])\[CH3:16])=[CH:11][CH:10]=2)[CH:5]=[CH:6][C:7]=1[Cl:8]>CO.CCOC(C)=O.Cl.[Pd]>[ClH:1].[Cl:1][C:2]1[CH:3]=[C:4]([C:9]2[O:13][C:12]([CH2:14][CH:15]([NH2:17])[CH3:16])=[CH:11][CH:10]=2)[CH:5]=[CH:6][C:7]=1[Cl:8] |f:5.6|. Reported procedure: To a solution of (E)-1-(5-(3,4-dichlorophenyl)furan-2-yl)prop-1-en-2-amine (2.72 g, 9.12 mmol) in MeOH (135 ml), EtOAc (100 ml) and 6.5% HCl (g) in MeOH (32 ml) was added 10% Pd/C (1.09 g). The mixture was hydrogenated under pressure (3.3 bar, Parr hydrogenating apparatus) for 7 h. The reaction mixture was filtered through Celite, evaporated and purified by chromatography (CombiFlash, silica column, eluent: 5-20% MeOH/DCM) to yield 0.811 g (29%) of the title compound as an HCl salt. 1H-NMR (400 ... Starting materials: ClCCl, CCOC(=O)COc1ccc(SC(C)CNC(=O)OC(C)(C)C)cc1C, CC[SiH](C)C, O=C(O)C(F)(F)F. Product: CCOC(=O)COc1ccc(SC(C)CN)cc1C. RXN SMILES: [CH2:39]([Cl:40])[Cl:41].[CH2:8]([CH3:9])[O:10][C:11]([CH2:12][O:13][c:14]1[c:15]([CH3:32])[cH:16][c:17]([S:20][CH:21]([CH2:22][NH:23][C:24]([O:25][C:26]([CH3:27])([CH3:28])[CH3:29])=[O:30])[CH3:31])[cH:18][cH:19]1)=[O:33].[CH3:34][SiH:35]([CH3:36])[CH2:37][CH3:38].[OH:1][C:2]([C:3]([F:4])([F:5])[F:6])=[O:7]>>[CH2:8]([CH3:9])[O:10][C:11]([CH2:12][O:13][c:14]1[c:15]([CH3:32])[cH:16][c:17]([S:20][CH:21]([CH2:22][NH2:23])[CH3:31])[cH:18][cH:19]1)=[O:33]. Reactants: C(C)(=O)C1=CC=C(C=C1)C1=NC=C(C=N1)OC(=O)CCCCCCCCCC (2-(4-acetylphenyl)-5-decylcarbonyloxypyrimidine). Run in C(Cl)(Cl)Cl (chloroform). Yields the product OC(C)C1=CC=C(C=C1)C1=NC=C(C=N1)OC(=O)CCCCCCCCCC ((+)-2-(4-(1-hydroxyethyl)phenyl)-5-decylcarbonyloxypyrimidine). Yield: 33.8%. As a reaction SMILES: [C:1]([C:4]1[CH:9]=[CH:8][C:7]([C:10]2[N:15]=[CH:14][C:13]([O:16][C:17]([CH2:19][CH2:20][CH2:21][CH2:22][CH2:23][CH2:24][CH2:25][CH2:26][CH2:27][CH3:28])=[O:18])=[CH:12][N:11]=2)=[CH:6][CH:5]=1)(=[O:3])[CH3:2]>C(Cl)(Cl)Cl>[OH:3][CH:1]([C:4]1[CH:5]=[CH:6][C:7]([C:10]2[N:15]=[CH:14][C:13]([O:16][C:17]([CH2:19][CH2:20][CH2:21][CH2:22][CH2:23][CH2:24][CH2:25][CH2:26][CH2:27][CH3:28])=[O:18])=[CH:12][N:11]=2)=[CH:8][CH:9]=1)[CH3:2]. Procedure: The procedure of Referential Example 11 was followed except for use of 38.3 g (0.1 mol) of 2-(4-acetylphenyl)-5-decylcarbonyloxypyrimidine in place of 35.5 g of 2-(4-acetylphenyl)-5-decyloxypyrimidine, forming an asymmetric hydrolyzate by use of an enzyme to obtain 13 g of (+)-2-(4-(1-hydroxyethyl)phenyl)-5-decylcarbonyloxypyrimidine (II-a-12), [α]D20 =+24.5° (c=1, chloroform).